Dataset: the Open Reaction Database (ORD), a public repository of structured organic reaction records. Task: describe an organic reaction: reactants, conditions, products, and yield Reactants: C(#N)[Cu] (CuCN), BrC1=CC=C2C(CN(C2=C1)C(C)=O)(C1=CC=CC=C1)C (1-(6-bromo-3-methyl-3-phenyl-2,3-dihydro-indol-1-yl)-ethanone), CCOCC (Et2O). The solvent is CN1CCCC1=O (NMP). Conditions: temperature 175 celsius, time 16 hour. Product: C(C)(=O)N1CC(C2=CC=C(C=C12)C#N)(C1=CC=CC=C1)C (1-Acetyl-3-methyl-3-phenyl-2,3-dihydro-1H-indole-6-carbonitrile). The yield is 90.5%. As a reaction SMILES: [C:1]([Cu])#[N:2].Br[C:5]1[CH:13]=[C:12]2[C:8]([C:9]([CH3:23])([C:17]3[CH:22]=[CH:21][CH:20]=[CH:19][CH:18]=3)[CH2:10][N:11]2[C:14](=[O:16])[CH3:15])=[CH:7][CH:6]=1.CCOCC>CN1C(=O)CCC1>[C:14]([N:11]1[C:12]2[C:8](=[CH:7][CH:6]=[C:5]([C:1]#[N:2])[CH:13]=2)[C:9]([CH3:23])([C:17]2[CH:22]=[CH:21][CH:20]=[CH:19][CH:18]=2)[CH2:10]1)(=[O:16])[CH3:15]. Procedure details: CuCN (179 mg, 2 mmol) was added to a solution of 1-(6-bromo-3-methyl-3-phenyl-2,3-dihydro-indol-1-yl)-ethanone (330 mg, 1 mmol) in NMP (5 mL). The reaction was stirred at 175° C. for 16 h. Et2O was added to the mixture and the solid was filtered off. The filtrate was washed with 2 M aqueous HCl and saturated aqueous NaHCO3. The solvent was removed in vacuo to give the title compound (250 mg) as a brown solid. MS: [M+H]+=277.